Dataset: the Open Reaction Database (ORD), a public repository of structured organic reaction records. Task: describe an organic reaction: reactants, conditions, products, and yield Reactants: BrC1=CC(=C(C=C1)O)Cl (4-bromo-2-chlorophenol), NOS(=O)(=O)O (hydroxylamine-O-sulfonic acid). The product is Cl.ClC1=C(C=CC(=C1)Br)ON (O-(2-chloro-4-bromophenyl)hydroxylamine hydrochloride). Isolated yield 39.8%. RXN SMILES: [Br:1][C:2]1[CH:7]=[CH:6][C:5]([OH:8])=[C:4]([Cl:9])[CH:3]=1.[NH2:10]OS(O)(=O)=O>>[ClH:9].[Cl:9][C:4]1[CH:3]=[C:2]([Br:1])[CH:7]=[CH:6][C:5]=1[O:8][NH2:10] |f:2.3|. Procedure details: 4-bromo-2-chlorophenol (110 g, 0.53 mol) was reacted with hydroxylamine-O-sulfonic acid (15 g, 0.13 mol) using the procedure of Example 29, step A to give O-(2-chloro-4-bromophenyl)hydroxylamine hydrochloride (13.4 g, 28%) as a light brown solid: 1H NMR (DMSO, 400 MHz) δ 7.61 (d, J=2.0 Hz, 1H), 7.48 (d, J=2.4 Hz, 1H), 7.47 (s, 1H), 5.81 (br s, 3H).